This data is from the Open Reaction Database (ORD), a public repository of structured organic reaction records. The task is: describe an organic reaction: reactants, conditions, products, and yield Reactants: CCO, [H][H], O=C(COC1CCC(N2C(=O)c3ccccc3C2=O)CC1)c1ccccc1. Product: O=C1c2ccccc2C(=O)N1C1CCC(OCC(O)c2ccccc2)CC1. Reaction SMILES: [CH3:30][CH2:31][OH:32].[H:28][H:29].[O:1]=[C:2]([CH2:3][O:4][CH:5]1[CH2:6][CH2:7][CH:8]([N:11]2[C:12](=[O:21])[c:13]3[cH:14][cH:15][cH:16][cH:17][c:18]3[C:19]2=[O:20])[CH2:9][CH2:10]1)[c:22]1[cH:23][cH:24][cH:25][cH:26][cH:27]1>>[OH:1][CH:2]([CH2:3][O:4][CH:5]1[CH2:6][CH2:7][CH:8]([N:11]2[C:12](=[O:21])[c:13]3[cH:14][cH:15][cH:16][cH:17][c:18]3[C:19]2=[O:20])[CH2:9][CH2:10]1)[c:22]1[cH:23][cH:24][cH:25][cH:26][cH:27]1. The reactants are IC1=CC=C(C(=O)NC(C(C2=CC=CC=C2)O)C)C=C1 (4-iodo-N-(2-hydroxy-1-methyl-2-phenylethyl) benzamide), O=P12OP3(=O)OP(=O)(O1)OP(=O)(O2)O3 (P2O5), O (H2O). The solvent is ClC1=C(C=CC=C1)Cl (o-dichlorobenzene). Yields the product IC1=CC=C(C=C1)C1=NC(=CC2=CC=CC=C12)C (1-(4-iodophenyl)-3-methylisoquinoline). Yield: 79.0%. RXN SMILES: [I:1][C:2]1[CH:20]=[CH:19][C:5]([C:6]([NH:8][CH:9]([CH3:18])[CH:10](O)[C:11]2[CH:16]=[CH:15][CH:14]=[CH:13][CH:12]=2)=O)=[CH:4][CH:3]=1.O=P12OP3(OP(OP(O3)(O1)=O)(=O)O2)=O.O>ClC1C=CC=CC=1Cl>[I:1][C:2]1[CH:20]=[CH:19][C:5]([C:6]2[C:16]3[C:11](=[CH:12][CH:13]=[CH:14][CH:15]=3)[CH:10]=[C:9]([CH3:18])[N:8]=2)=[CH:4][CH:3]=1. Procedure details: A mixture of amide 3c, 8.54 g, 22.4 mmol) and P2O5 (40 g) in o-dichlorobenzene (140 mL) was refluxed for overnight, then cooled to room temperature. It was cooled to 0° C. by application of an external ice-water bath. To this cooled mixture was cautiously added 200 mL of H2O. After the vigorous reaction had subsided, the dark solution was washed with toluene (2×40 mL). The aqueous layer was cooled to 0° C. and made to pH >11 with 50% aqueous NaOH. The resulting mixture was extracted with toluene...